This data is from the Open Reaction Database (ORD), a public repository of structured organic reaction records. The task is: describe an organic reaction: reactants, conditions, products, and yield Reactants: Cl.Cl.NC1=CC(=C(C(=O)NCC2CCNCC2)C=C1Cl)OC (4-Amino-5-chloro-2-methoxy-N-(piperidin-4-ylmethyl)benzamide dihydrochloride), C1(=CC=CC2=CC=CC=C12)SCCCCCBr (5-(1-naphthylthio)pentyl bromide). Yields the product NC1=CC(=C(C(=O)NCC2CCN(CC2)CCCCCSC2=CC=CC3=CC=CC=C23)C=C1Cl)OC (4-amino-5-chloro-N-((1-(5-(1-naphthylthio)pentyl)piperidin-4-yl)-methyl)-2-methoxybenzamide). Reaction SMILES: Cl.Cl.[NH2:3][C:4]1[C:19]([Cl:20])=[CH:18][C:7]([C:8]([NH:10][CH2:11][CH:12]2[CH2:17][CH2:16][NH:15][CH2:14][CH2:13]2)=[O:9])=[C:6]([O:21][CH3:22])[CH:5]=1.[C:23]1([S:33][CH2:34][CH2:35][CH2:36][CH2:37][CH2:38]Br)[C:32]2[C:27](=[CH:28][CH:29]=[CH:30][CH:31]=2)[CH:26]=[CH:25][CH:24]=1>>[NH2:3][C:4]1[C:19]([Cl:20])=[CH:18][C:7]([C:8]([NH:10][CH2:11][CH:12]2[CH2:13][CH2:14][N:15]([CH2:38][CH2:37][CH2:36][CH2:35][CH2:34][S:33][C:23]3[C:32]4[C:27](=[CH:28][CH:29]=[CH:30][CH:31]=4)[CH:26]=[CH:25][CH:24]=3)[CH2:16][CH2:17]2)=[O:9])=[C:6]([O:21][CH3:22])[CH:5]=1 |f:0.1.2|. Procedure details: 4-Amino-5-chloro-2-methoxy-N-(piperidin-4-ylmethyl)benzamide dihydrochloride as starting compound and 5-(1-naphthylthio)pentyl bromide are reacted and treated in the same manner as in Example 168 to give 4-amino-5-chloro-N-((1-(5-(1-naphthylthio)pentyl)piperidin-4-yl)-methyl)-2-methoxybenzamide. The reactants are C(C)(C)N1CCC(CC1)OC1=CC=2C=C3N(C2C=C1)[C@H](CNC3=O)C ((S)-8-(1-Isopropyl-piperidin-4-yloxy)-4-methyl-3,4-dihydro-2H-pyrazino[1,2-a]indol-1-one), COCCBr (2-bromoethyl methyl ether), [H-].[Na+] (sodium hydride). The product is C(C)(C)N1CCC(CC1)OC1=CC=2C=C3N(C2C=C1)[C@H](CN(C3=O)CCOC)C ((S)-8-(1-Isopropyl-piperidin-4-yloxy)-2-(2-methoxy-ethyl)-4-methyl-3,4-dihydro-2H-pyrazino[1,2-a]indol-1-one). The yield is 50.0%. Reaction SMILES: [CH:1]([N:4]1[CH2:9][CH2:8][CH:7]([O:10][C:11]2[CH:19]=[CH:18][C:17]3[N:16]4[C@@H:20]([CH3:25])[CH2:21][NH:22][C:23](=[O:24])[C:15]4=[CH:14][C:13]=3[CH:12]=2)[CH2:6][CH2:5]1)([CH3:3])[CH3:2].[CH3:26][O:27][CH2:28][CH2:29]Br.[H-].[Na+]>>[CH:1]([N:4]1[CH2:9][CH2:8][CH:7]([O:10][C:11]2[CH:19]=[CH:18][C:17]3[N:16]4[C@@H:20]([CH3:25])[CH2:21][N:22]([CH2:29][CH2:28][O:27][CH3:26])[C:23](=[O:24])[C:15]4=[CH:14][C:13]=3[CH:12]=2)[CH2:6][CH2:5]1)([CH3:3])[CH3:2] |f:2.3|. Procedure details: The title compound was synthesized in analogy to example 17, from (S)-8-(1-isopropyl-piperidin-4-yloxy)-4-methyl-3,4-dihydro-2H-pyrazino[1,2-a]indol-1-one (example 11), 2-bromoethyl methyl ether and sodium hydride, to give the desired product as a colorless oil (50%). Reactants: [N+](=O)([O-])C1=C(C(=O)O)C(=C(C(=C1F)F)F)F (2-nitro-3,4,5,6-tetrafluorobenzoic acid), C(C(=O)Cl)(=O)Cl (oxalyl chloride). The reagents and catalysts are CN(C=O)C (N,N-dimethylformamide). The solvent is ClCCl (dichloromethane). Conditions: time 8 hour. Product: [N+](=O)([O-])C1=C(C(=O)Cl)C(=C(C(=C1F)F)F)F (2-Nitro-3,4,5,6-tetrafluorobenzoyl Chloride). RXN SMILES: [N+:1]([C:4]1[C:12]([F:13])=[C:11]([F:14])[C:10]([F:15])=[C:9]([F:16])[C:5]=1[C:6](O)=[O:7])([O-:3])=[O:2].C(Cl)(=O)C([Cl:20])=O>CN(C)C=O.ClCCl>[N+:1]([C:4]1[C:12]([F:13])=[C:11]([F:14])[C:10]([F:15])=[C:9]([F:16])[C:5]=1[C:6]([Cl:20])=[O:7])([O-:3])=[O:2]. Procedure details: A solution of 6.7 g (28 mmoles) of 2-nitro-3,4,5,6-tetrafluorobenzoic acid [Tetrahedron, 23, 4719, (1967)], 3.8 g (30 mmoles) of oxalyl chloride and 50 ml of dichloromethane was treated with four drops of N,N-dimethylformamide and stirred at room temperature overnight. The solvent was removed and the residue was used as is without further purification. Starting materials: CC(=O)NC(COC(C)=O)(COC(C)=O)CC(OC(C)=O)c1ccc(-c2ccccc2)cc1, CCO. The product is CC(=O)NC(CCc1ccc(-c2ccccc2)cc1)(COC(C)=O)COC(C)=O. RXN SMILES: [C:1]([O:2][CH:5]([CH2:6][C:7]([CH2:8][O:9][C:10]([CH3:11])=[O:12])([NH:13][C:14]([CH3:15])=[O:16])[CH2:17][O:18][C:19]([CH3:20])=[O:21])[c:22]1[cH:23][cH:24][c:25](-[c:28]2[cH:29][cH:30][cH:31][cH:32][cH:33]2)[cH:26][cH:27]1)(=[O:3])[CH3:4].[CH3:34][CH2:35][OH:36]>>[CH2:5]([CH2:6][C:7]([CH2:8][O:9][C:10]([CH3:11])=[O:12])([NH:13][C:14]([CH3:15])=[O:16])[CH2:17][O:18][C:19]([CH3:20])=[O:21])[c:22]1[cH:23][cH:24][c:25](-[c:28]2[cH:29][cH:30][cH:31][cH:32][cH:33]2)[cH:26][cH:27]1. The reactants are ClCCl, O=S(Cl)Cl, OCc1coc2cc(Oc3nc4ncccc4s3)ccc12. As a reaction SMILES: [Cl:26][CH2:27][Cl:28].[S:22]([Cl:23])([Cl:24])=[O:25].[s:1]1[c:2]([O:10][c:11]2[cH:12][c:13]3[c:14]([c:15]([CH2:18][OH:19])[cH:16][o:17]3)[cH:20][cH:21]2)[n:3][c:4]2[n:5][cH:6][cH:7][cH:8][c:9]12>>[s:1]1[c:2]([O:10][c:11]2[cH:12][c:13]3[c:14]([c:15]([CH2:18][Cl:24])[cH:16][o:17]3)[cH:20][cH:21]2)[n:3][c:4]2[n:5][cH:6][cH:7][cH:8][c:9]12. Yields the product ClCc1coc2cc(Oc3nc4ncccc4s3)ccc12.